Dataset: the Open Reaction Database (ORD), a public repository of structured organic reaction records. Task: describe an organic reaction: reactants, conditions, products, and yield Starting materials: C(O)([O-])=O.[Na+] (sodium hydrogen carbonate), BrC1=CNC=C(C1=O)Br (3,5-dibromo-4-(1H)-pyridone), P(=O)(Cl)(Cl)Cl (phosphorous oxychloride), ice water. Run at temperature 100 celsius. The product is BrC=1C=NC=C(C1Cl)Br (3,5-dibromo-4-chloropyridine). RXN SMILES: [Br:1][C:2]1[C:7](=O)[C:6]([Br:9])=[CH:5][NH:4][CH:3]=1.P(Cl)(Cl)([Cl:12])=O.C(=O)([O-])O.[Na+]>>[Br:1][C:2]1[CH:3]=[N:4][CH:5]=[C:6]([Br:9])[C:7]=1[Cl:12] |f:2.3|. Procedure details: To 3,5-dibromo-4-(1H)-pyridone (W, 1.0 g, 3.97 mmol) was added phosphorous oxychloride (5 mL) and the mixture was heated at 100° C. for 2 h. The mixture was poured into ice/water (25 g) and basified by the addition of a saturated solution of sodium hydrogen carbonate. The mixture was extracted with dichloromethane (2×20 mL), the combined organic extracts were washed with saturated aqueous sodium chloride solution (25 mL), dried over sodium sulphate and concentrated under vacuum to obtain the tit... The reactants are C(C1=CC=CC=C1)#N (benzonitrile), Cl (HCl), CO (methanol). Reaction conditions: time 8 hour. Product: Cl.C(C1=CC=CC=C1)(O)=N (benzimidate hydrochloride). Isolated yield 96.0%. RXN SMILES: [C:1](#[N:8])[C:2]1[CH:7]=[CH:6][CH:5]=[CH:4][CH:3]=1.[ClH:9].C[OH:11]>>[ClH:9].[C:1](=[NH:8])([OH:11])[C:2]1[CH:7]=[CH:6][CH:5]=[CH:4][CH:3]=1 |f:3.4|. Procedure: A solution of benzonitrile (20 g, 0.194 mol) in methanol (8 ml) was bubbled with gaseous HCl to saturation. The solution was allowed to stand overnight, and then a pale yellow solid was found. The solid was triturated with ether, filtered, washed with ether, and dried to yield beige solid product (32 g, 96%). Reaction SMILES: [CH3:18][c:19]1[cH:20][cH:21][cH:22][cH:23][cH:24]1.[Cl:1][c:2]1[c:3]([C:4]([CH2:5][Cl:6])=[O:7])[cH:8][cH:9][c:10]([Cl:12])[cH:11]1.[nH:13]1[cH:14][n:15][cH:16][cH:17]1>>[Cl:1][c:2]1[c:3]([C:4]([CH2:5][c:14]2[nH:13][cH:17][cH:16][n:15]2)=[O:7])[cH:8][cH:9][c:10]([Cl:12])[cH:11]1. The reactants are Cc1ccccc1, O=C(CCl)c1ccc(Cl)cc1Cl, c1c[nH]cn1. Product: O=C(Cc1ncc[nH]1)c1ccc(Cl)cc1Cl. Procedure: 3.20 g of potassium carbonate and then 0.93 ml of tert-butyl bromoacetate were added to a solution of 2.00 g of 2,6-dimethyl-4-(5-methylsulfanyl-7-propoxyoxazolo[5,4-d]pyrimidin-2-yl)phenol in 20 ml of N,N-dimethylformamide. The mixture was reacted at 60° C. for 1 h and then allowed to cool and poured into water. The precipitate obtained was filtered off with suction and dried under reduced pressure. This gave 2.45 g of the title compound. Yields the product CC1=C(OCC(=O)OC(C)(C)C)C(=CC(=C1)C=1OC=2N=C(N=C(C2N1)OCCC)SC)C (tert-Butyl [2,6-dimethyl-4-(5-methylsulfanyl-7-propoxyoxazolo[5,4-d]pyrimidin-2-yl)-phenoxy]acetate). Reaction SMILES: C(=O)([O-])[O-].[K+].[K+].Br[CH2:8][C:9]([O:11][C:12]([CH3:15])([CH3:14])[CH3:13])=[O:10].[CH3:16][C:17]1[CH:22]=[C:21]([C:23]2[O:24][C:25]3[N:26]=[C:27]([S:36][CH3:37])[N:28]=[C:29]([O:32][CH2:33][CH2:34][CH3:35])[C:30]=3[N:31]=2)[CH:20]=[C:19]([CH3:38])[C:18]=1[OH:39].O>CN(C)C=O>[CH3:16][C:17]1[CH:22]=[C:21]([C:23]2[O:24][C:25]3[N:26]=[C:27]([S:36][CH3:37])[N:28]=[C:29]([O:32][CH2:33][CH2:34][CH3:35])[C:30]=3[N:31]=2)[CH:20]=[C:19]([CH3:38])[C:18]=1[O:39][CH2:8][C:9]([O:11][C:12]([CH3:15])([CH3:14])[CH3:13])=[O:10] |f:0.1.2|. Starting materials: O (water), C([O-])([O-])=O.[K+].[K+] (potassium carbonate), BrCC(=O)OC(C)(C)C (tert-butyl bromoacetate), CC1=C(C(=CC(=C1)C=1OC=2N=C(N=C(C2N1)OCCC)SC)C)O (2,6-dimethyl-4-(5-methylsulfanyl-7-propoxyoxazolo[5,4-d]pyrimidin-2-yl)phenol). Solvent: CN(C=O)C (N,N-dimethylformamide). The reactants are N(=C=S)C1=CC=C(OCCN2CCCC2)C=C1 (1-[2-(4 isothiocyanato-phenoxy)-ethyl]-pyrrolidine), COC1=CC(=C(N)C=C1)C (4-methoxy-2-methylaniline). The product is N(=C=S)C1=C(C=C(C=C1)OC)C (1-Isothiocyanato-4-methoxy-2-methyl-benzene). As a reaction SMILES: [N:1]([C:4]1[CH:17]=[CH:16][C:7]([O:8][CH2:9]CN2CCCC2)=[CH:6][CH:5]=1)=[C:2]=[S:3].[CH3:18]OC1C=CC(N)=C(C)C=1>>[N:1]([C:4]1[CH:5]=[CH:6][C:7]([O:8][CH3:9])=[CH:16][C:17]=1[CH3:18])=[C:2]=[S:3]. Reported procedure: The title compound is prepared as described in Example 1 for 1-[2-(4 isothiocyanato-phenoxy)-ethyl]-pyrrolidine but using 4-methoxy-2-methylaniline. Title compound: ES-MS: 180.9 [M+H]+; single peak at tR=5.56 min (System 2). Reactants: [OH-].[NH4+] (ammonium hydroxide), C1(CCCC1)OC=1C=C(C=CC1OC)C1(CCC2(CC1)OCCO2)C#CC2=CC(=CC=C2)[N+](=O)[O-] (4-(3-cyclopentyloxy-4-methoxyphenyl)-1,1-(ethylenedioxy)-4-(3-nitrophenylethynyl)cyclohexane), C([O-])([O-])=O.[Na+].[Na+] (sodium carbonate), 4-(3-cyclopentyloxy-4-methoxyphenyl)-4-(3-anminophenylethynyl)-cyclohexan-1-one, C1(CCCC1)OC=1C=C(C=CC1OC)C1(CCC2(CC1)OCCO2)C#CC2=CC(=CC=C2)N (4-(3-cyclopentyloxy-4-methoxyphenyl)-1,1-(ethylenedioxy)-4-(3-aminophenylethynyl)cyclohexane), C1(=CC=C(C=C1)S(=O)(=O)[O-])C.[NH+]1=CC=CC=C1 (pyridinium p-toluenesulfonate). Reagents/catalysts: [Cl-].[Cl-].[Cl-].[Ti+3] (titanium trichloride), [Cl-].[Cl-].[Cl-].[Ti+3] (titanium trichloride). The solvent is O (water), O (Water), CO (methanol), C(C)(=O)O (acetic acid), O (water), CO (methanol), ClCCl (dichloromethane), CC(=O)C (acetone), O (water). Run at time 1.5 hour. Product: C1(CCCC1)OC=1C=C(C=CC1OC)C1(CCC(CC1)=O)C#CC1=CC(=CC=C1)N (4-(3-cyclopentyloxy-4-methoxyphenyl)-4-(3-aminophenylethynyl)cyclohexan-1-one). Reaction SMILES: [CH:1]1([O:6][C:7]2[CH:8]=[C:9]([C:15]3([C:25]#[C:26][C:27]4[CH:32]=[CH:31][CH:30]=[C:29]([N+:33]([O-])=O)[CH:28]=4)[CH2:20][CH2:19][C:18]4(OCC[O:21]4)[CH2:17][CH2:16]3)[CH:10]=[CH:11][C:12]=2[O:13][CH3:14])[CH2:5][CH2:4][CH2:3][CH2:2]1.[OH-].[NH4+].C(=O)([O-])[O-].[Na+].[Na+].C1(OC2C=C(C3(C#CC4C=CC=C(N)C=4)CCC4(OCCO4)CC3)C=CC=2OC)CCCC1.C1(C)C=CC(S([O-])(=O)=O)=CC=1.[NH+]1C=CC=CC=1>CO.C(O)(=O)C.O.CC(C)=O.[Cl-].[Cl-].[Cl-].[Ti+3].ClCCl>[CH:1]1([O:6][C:7]2[CH:8]=[C:9]([C:15]3([C:25]#[C:26][C:27]4[CH:32]=[CH:31][CH:30]=[C:29]([NH2:33])[CH:28]=4)[CH2:16][CH2:17][C:18](=[O:21])[CH2:19][CH2:20]3)[CH:10]=[CH:11][C:12]=2[O:13][CH3:14])[CH2:2][CH2:3][CH2:4][CH2:5]1 |f:1.2,3.4.5,7.8,13.14.15.16|. Procedure: To 4-(3-cyclopentyloxy-4-methoxyphenyl)-1,1-(ethylenedioxy)-4-(3-nitrophenylethynyl)cyclohexane (0.17 g, 0.35 mmol) in methanol (1 mL), acetic acid (1.2 mL) and water (1.2 mL) under an argon atmosphere was added titanium trichloride (0.3 g, 2 mmol). After stirring for 1.5 h at room temperature, titanium trichloride (0.3g, 2 mmol) and water (1.2 mL) were added, and the mixture was stirred for 0.5 h at room temperature and for 0.5 h at 45°-50°C., then was cooled to room temperature. Water (1.2 mL)... Reactants: ClCCCCC1(C(NC2=CC=CC=C12)=O)CC (3-(4-chlorobutyl)-3-ethyl-1,3-dihydro-2H-indol-2-one), O1CCOC2=C1C=CC=C2N2CCNCC2 (4-(2,3-dihydrobenzo[1,4]dioxin-5-yl)-piperazine). Product: O1CCOC2=C1C=CC=C2N2CCN(CC2)CCCCC2(C(NC1=CC=CC=C21)=O)CC (3-{4-[4-(2,3-Dihydrobenzo[1,4]dioxin-5-yl)-piperazin-1-yl]-butyl}-3-ethyl-1,3-dihydro-2H-indol-2-one). Reaction SMILES: Cl[CH2:2][CH2:3][CH2:4][CH2:5][C:6]1([CH2:16][CH3:17])[C:14]2[C:9](=[CH:10][CH:11]=[CH:12][CH:13]=2)[NH:8][C:7]1=[O:15].[O:18]1[C:23]2[CH:24]=[CH:25][CH:26]=[C:27]([N:28]3[CH2:33][CH2:32][NH:31][CH2:30][CH2:29]3)[C:22]=2[O:21][CH2:20][CH2:19]1>>[O:18]1[C:23]2[CH:24]=[CH:25][CH:26]=[C:27]([N:28]3[CH2:33][CH2:32][N:31]([CH2:2][CH2:3][CH2:4][CH2:5][C:6]4([CH2:16][CH3:17])[C:14]5[C:9](=[CH:10][CH:11]=[CH:12][CH:13]=5)[NH:8][C:7]4=[O:15])[CH2:30][CH2:29]3)[C:22]=2[O:21][CH2:20][CH2:19]1. Reported procedure: The title compound is prepared according to process H by applying processing method 1 starting from 3-(4-chlorobutyl)-3-ethyl-1,3-dihydro-2H-indol-2-one and 4-(2,3-dihydrobenzo[1,4]dioxin-5-yl)-piperazine. Starting materials: C(CCC)OC(=O)C=1C(=C2C(=C(N1)C)SC(=C2)C2=CC=C(C=C2)F)O (2-(4-fluoro-phenyl)-4-hydroxy-7-methyl-thieno[2,3-c]pyridine-5-carboxylic acid butyl ester), C(CCC)OC(=O)C1=C(C2=C(C(=N1)Br)C=C(S2)C2=CC=C(C=C2)F)O (4-bromo-2-(4-fluoro-phenyl)-7-hydroxy-thieno[3,2-c]pyridine-6-carboxylic acid butyl ester), C(CCC)OC(=O)C=1C(=C2C(=C(N1)Br)SC(=C2)C2=CC=C(C=C2)F)O (7-bromo-2-(4-fluoro-phenyl)-4-hydroxy-thieno[2,3-c]pyridine-5-carboxylic acid butyl ester), C(CCC)OC(=O)C1=C(C2=C(C(=N1)C)C=C(S2)C2=CC=C(C=C2)F)O (2-(4-fluoro-phenyl)-7-hydroxy-4-methyl-thieno[3,2-c]pyridine-6-carboxylic acid butyl ester). Product: FC1=CC=C(C=C1)C1=CC=2C(=NC(=C(C2S1)O)C(=O)NCC(=O)O)C ({[2-(4-fluoro-phenyl)-7-hydroxy-4-methyl-thieno[3,2-c]pyridine-6-carbonyl]-amino}-acetic acid). As a reaction SMILES: C([O:5][C:6]([C:8]1[N:13]=C(Br)C2C=C(C3C=CC(F)=CC=3)SC=2C=1O)=[O:7])CCC.C(OC(C1C(O)=C2C=C(C3C=CC(F)=CC=3)SC2=C(Br)N=1)=O)CCC.C(O[C:56]([C:58]1[N:63]=[C:62]([CH3:64])[C:61]2[CH:65]=[C:66]([C:68]3[CH:73]=[CH:72][C:71]([F:74])=[CH:70][CH:69]=3)[S:67][C:60]=2[C:59]=1[OH:75])=[O:57])CCC.C(OC(C1C(O)=C2C=C(C3C=CC(F)=CC=3)SC2=C(C)N=1)=O)CCC>>[F:74][C:71]1[CH:70]=[CH:69][C:68]([C:66]2[S:67][C:60]3[C:59]([OH:75])=[C:58]([C:56]([NH:13][CH2:8][C:6]([OH:7])=[O:5])=[O:57])[N:63]=[C:62]([CH3:64])[C:61]=3[CH:65]=2)=[CH:73][CH:72]=1. Procedure details: The title compound was prepared from 4-bromo-2-(4-fluoro-phenyl)-7-hydroxy-thieno[3,2-c]pyridine-6-carboxylic acid butyl ester and 7-bromo-2-(4-fluoro-phenyl)-4-hydroxy-thieno[2,3-c]pyridine-5-carboxylic acid butyl ester, example 34-c, under conditions analogous to experimental example 32-b. MS for 2-(4-fluoro-phenyl)-7-hydroxy-4-methyl-thieno[3,2-c]pyridine-6-carboxylic acid butyl ester: (+) m/z 360.0.0 (M+1). MS for 2-(4-fluoro-phenyl)-4-hydroxy-7-methyl-thieno[2,3-c]pyridine-5-carboxylic acid...